This data is from the Open Reaction Database (ORD), a public repository of structured organic reaction records. The task is: describe an organic reaction: reactants, conditions, products, and yield Reactants: CrO3 AcOH, CC1(CCCC2=CC=3C(CCC(C3C=C12)(C)C)(C)C)C (1,1,5,5,8,8-hexamethyl-1,2,3,4,5,6,7,8-octahydroanthracene), CC(=O)O (AcOH), Ice water. The reagents and catalysts are [O-2].[O-2].[O-2].[Cr+6] (chromium trioxide). Conditions: time 30 minute. Product: CC1(CCC(C2=CC=3C(CCC(C3C=C12)(C)C)(C)C)=O)C (3,4,5,6,7,8-hexahydro-4,4,5,5,8,8-hexamethyl-2H-anthracen-1-one). As a reaction SMILES: [CH3:1][C:2]1([CH3:20])[C:15]2[C:6](=[CH:7][C:8]3[C:9]([CH3:19])([CH3:18])[CH2:10][CH2:11][C:12]([CH3:17])([CH3:16])[C:13]=3[CH:14]=2)[CH2:5][CH2:4][CH2:3]1.CC(O)=[O:23]>[O-2].[O-2].[O-2].[Cr+6]>[CH3:1][C:2]1([CH3:20])[C:15]2[C:6](=[CH:7][C:8]3[C:9]([CH3:19])([CH3:18])[CH2:10][CH2:11][C:12]([CH3:17])([CH3:16])[C:13]=3[CH:14]=2)[C:5](=[O:23])[CH2:4][CH2:3]1 |f:2.3.4.5|. Reported procedure: A solution of chromium trioxide (13.55 mL of a 10% CrO3 /AcOH solution) was slowly added to a solution of finely ground 1,1,5,5,8,8-hexamethyl-1,2,3,4,5,6,7,8-octahydroanthracene (861 mg, 3.18 mmol) in AcOH (12 mL) at 25° C. The mixture was stirred for 30 min. Ice water (100 mL) was added, and the mixture was extracted with EtOAc (3×50 mL). The organic extracts were combined and twice treated with Et3N (10 mL), and washed and with sat. NaHCO3 (20 mL), water (2×20 mL) and brine (2×20 mL). The sol... Reactants: OCC=1SC(=C(C1C)C)C (2-hydroxymethyl-3,4,5-trimethyl-thiophene), C(C)#N (acetonitrile), [Br-].C1(=CC=CC=C1)[PH+](C1=CC=CC=C1)C1=CC=CC=C1 (triphenylphosphonium bromide). The solvent is C(C)(=O)OCC (ethyl acetate). Run at temperature 50 celsius. The product is [Br-].CC1=C(SC(=C1C)C)C[P+](C1=CC=CC=C1)(C1=CC=CC=C1)C1=CC=CC=C1 ((3,4,5-trimethyl-2-thenyl)-triphenyl phosphonium bromide). As a reaction SMILES: O[CH2:2][C:3]1[S:4][C:5]([CH3:10])=[C:6]([CH3:9])[C:7]=1[CH3:8].C(#N)C.[Br-:14].[C:15]1([PH+:21]([C:28]2[CH:33]=[CH:32][CH:31]=[CH:30][CH:29]=2)[C:22]2[CH:27]=[CH:26][CH:25]=[CH:24][CH:23]=2)[CH:20]=[CH:19][CH:18]=[CH:17][CH:16]=1>C(OCC)(=O)C>[Br-:14].[CH3:8][C:7]1[C:6]([CH3:9])=[C:5]([CH3:10])[S:4][C:3]=1[CH2:2][P+:21]([C:22]1[CH:23]=[CH:24][CH:25]=[CH:26][CH:27]=1)([C:28]1[CH:33]=[CH:32][CH:31]=[CH:30][CH:29]=1)[C:15]1[CH:16]=[CH:17][CH:18]=[CH:19][CH:20]=1 |f:2.3,5.6|. Reported procedure: 2.2 G. of 2-hydroxymethyl-3,4,5-trimethyl-thiophene were dissolved in 25 ml. of acetonitrile and 4.6 g. of triphenylphosphonium bromide were added. The resulting reaction mixture was heated to 50° C. for 3 hours. After evaporation of the solvent, the residue which formed was diluted with ethyl acetate, heated briefly and filtered. The crystalline (3,4,5-trimethyl-2-thenyl)-triphenyl phosphonium bromide obtained was dried at 50° C. under high vacuum and had m.p. 208°-215° C. Starting materials: C(#N)C1=C(NC(C=2C(C(=O)O)=CC=CC2)=O)C=CC=C1 (2'-cyanophthalanilic acid), 2'-cyanophthalanil, Cl (hydrochloric acid), C(C)(=O)OC(C)=O (acetic anhydride), 2'-cyanophthalanil, [OH-].[K+] (potassium hydroxide), OO (hydrogen peroxide). Yields the product C1=CC=CC=2C(N=C3N(C12)C(C=1C=CC=CC13)=O)=O (isoindolo [2,1-a]quinazoline-5,11-dione). Reaction SMILES: [C:1]([C:3]1[CH:20]=[CH:19][CH:18]=[CH:17][C:4]=1[NH:5][C:6](=[O:16])[C:7]1[C:8](=[CH:12][CH:13]=[CH:14][CH:15]=1)[C:9](O)=O)#[N:2].C(OC(=O)C)(=[O:23])C.[OH-].[K+].OO.Cl>>[CH:17]1[C:4]2[N:5]3[C:6](=[O:16])[C:7]4[CH:15]=[CH:14][CH:13]=[CH:12][C:8]=4[C:9]3=[N:2][C:1](=[O:23])[C:3]=2[CH:20]=[CH:19][CH:18]=1 |f:2.3|. Procedure details: A solution of sublimed phthalic anhydride in ethyl acetate is reacted with a solution of anthranilonitrile in ethyl acetate to form 2'-cyanophthalanilic acid. The 2'-cyanophthalanilic acid is then boiled with acetic anhydride to convert the acid to 2'-cyanophthalanil. The 2'-cyanophthalanil is thereafter boiled in a mixture containing 2% potassium hydroxide and 2.4% hydrogen peroxide, cooled and neutralized with hydrochloric acid to cyclicize it and form isoindolo [2,1-a]quinazoline-5,11-dione. ... Starting materials: BrC=1C=C(C=CC1)C(C)=O (3'-bromoacetophenone), N1C=NC=C1 (imidazole), C([O-])([O-])=O.[K+].[K+] (potassium carbonate). The reagents and catalysts are [Cu]=O (copper oxide). Run in N1=CC=CC=C1 (pyridine). The product is N1(C=NC=C1)C=1C=C(C=CC1)C(C)=O (3'-(1-Imidazolyl)acetophenone). Yield: 15.4%. As a reaction SMILES: Br[C:2]1[CH:3]=[C:4]([C:8](=[O:10])[CH3:9])[CH:5]=[CH:6][CH:7]=1.[NH:11]1[CH:15]=[CH:14][N:13]=[CH:12]1.C(=O)([O-])[O-].[K+].[K+]>[Cu]=O.N1C=CC=CC=1>[N:11]1([C:2]2[CH:3]=[C:4]([C:8](=[O:10])[CH3:9])[CH:5]=[CH:6][CH:7]=2)[CH:15]=[CH:14][N:13]=[CH:12]1 |f:2.3.4|. Reported procedure: A mixture of 25 g of 3'-bromoacetophenone, 9.0 g of imidazole, 18 g of anhydrous potassium carbonate, 1.0 g of copper oxide (CuO) and 30 ml of pyridine is refluxed for 64 hours. The mixture is cooled to room temperature, filtered and the filter cake washed with 50 ml of pyridine and 3×50 ml of dichloromethane. The combined filtrates are concentrated to dryness under vacuum. The residue is partitioned between 250 ml of dichloromethane and 150 ml of water. The emulsion is clarified by filtration t... Reactants: COc1cc(C(F)(F)F)ccc1C=O, [Cl-], [Li+], CN(C)C=O. Product: O=Cc1ccc(C(F)(F)F)cc1O. Reaction SMILES: [CH3:1][O:2][c:3]1[c:4]([CH:5]=[O:6])[cH:7][cH:8][c:9]([C:11]([F:12])([F:13])[F:14])[cH:10]1.[Cl-:16].[Li+:15].[O:17]=[CH:18][N:19]([CH3:20])[CH3:21]>>[OH:2][c:3]1[c:4]([CH:5]=[O:6])[cH:7][cH:8][c:9]([C:11]([F:12])([F:13])[F:14])[cH:10]1.